Dataset: the Open Reaction Database (ORD), a public repository of structured organic reaction records. Task: describe an organic reaction: reactants, conditions, products, and yield Reactants: CC(C)(C)OC(=O)Nc1ccc(Br)cc1[N+](=O)[O-], CCO, Cc1ccccc1, [K+], [K+], O=C([O-])[O-], O, OB(O)c1cccs1. The product is CC(C)(C)OC(=O)Nc1ccc(-c2cccs2)cc1[N+](=O)[O-]. Reaction SMILES: [Br:1][c:2]1[cH:3][c:4]([N+:16](=[O:17])[O-:18])[c:5]([NH:8][C:9]([O:10][C:11]([CH3:12])([CH3:13])[CH3:14])=[O:15])[cH:6][cH:7]1.[CH3:25][CH2:26][OH:27].[CH3:36][c:37]1[cH:38][cH:39][cH:40][cH:41][cH:42]1.[K+:19].[K+:20].[O-:21][C:22]([O-:23])=[O:24].[OH2:43].[s:28]1[c:29]([B:33]([OH:34])[OH:35])[cH:30][cH:31][cH:32]1>>[c:2]1(-[c:29]2[s:28][cH:32][cH:31][cH:30]2)[cH:3][c:4]([N+:16](=[O:17])[O-:18])[c:5]([NH:8][C:9]([O:10][C:11]([CH3:12])([CH3:13])[CH3:14])=[O:15])[cH:6][cH:7]1. Starting materials: [Si](C)(C)(C(C)(C)C)OCC1=CC=2C(=C3C=CC(=NC3=C(N2)N)Cl)C=C1 (8-((tert-butyldimethylsilyloxy)methyl)-3-chlorobenzo[f][1,7]naphthyridin-5-amine), ClC=1C(=NC=C(C1)CCC1=CC=C(C=C1)OCCC)C#N (3-chloro-5-(4-propoxyphenethyl)picolinonitrile). The product is NC1=NC2=C(C=3C=C(C=NC13)CCC1=CC=C(C=C1)OCCC)C=CC(=C2)CO ((5-Amino-2-(4-propoxyphenethyl)benzo[f][1,7]naphthyridin-8-yl)methanol). As a reaction SMILES: [Si]([O:8][CH2:9][C:10]1[CH:25]=[CH:24][C:13]2=[C:14]3[C:19](=[C:20]([NH2:22])[N:21]=[C:12]2[CH:11]=1)[N:18]=[C:17](Cl)[CH:16]=[CH:15]3)(C(C)(C)C)(C)C.ClC1C(C#N)=NC=C([CH2:33][CH2:34][C:35]2[CH:40]=[CH:39][C:38]([O:41][CH2:42][CH2:43][CH3:44])=[CH:37][CH:36]=2)C=1>>[NH2:22][C:20]1[C:19]2[N:18]=[CH:17][C:16]([CH2:33][CH2:34][C:35]3[CH:40]=[CH:39][C:38]([O:41][CH2:42][CH2:43][CH3:44])=[CH:37][CH:36]=3)=[CH:15][C:14]=2[C:13]2[CH:24]=[CH:25][C:10]([CH2:9][OH:8])=[CH:11][C:12]=2[N:21]=1. Reported procedure: (5-Amino-2-(4-propoxyphenethyl)benzo[f][1,7]naphthyridin-8-yl)methanol was prepared from 8-((tert-butyldimethylsilyloxy)methyl)-3-chlorobenzo[f][1,7]naphthyridin-5-amine (from Example 99/step 1) and 3-chloro-5-(4-propoxyphenethyl)picolinonitrile (from Example 79/step 2) following the procedures described for Example 44/Step 4 and Example 99/step 3 (deprotection of TBS). 1H NMR (acetone-d6): δ 8.79 (d, 1H), 8.70 (d, 1H), 8.35 (d, 1H), 7.61 (d, 1H), 7.33 (dd, 1H), 7.17 (d, 2H), 6.83 (d, 2H), 6.57 ... Starting materials: COC(=O)CCCc1ccccc1N, COc1ccc(-c2c(-c3ccccc3)oc3ncnc(Cl)c23)cc1. The product is COC(=O)CCCc1ccccc1Nc1ncnc2oc(-c3ccccc3)c(-c3ccc(OC)cc3)c12. As a reaction SMILES: [CH3:25][O:26][C:27]([CH2:28][CH2:29][CH2:30][c:31]1[c:32]([NH2:37])[cH:33][cH:34][cH:35][cH:36]1)=[O:38].[Cl:1][c:2]1[c:3]2[c:4]([n:5][cH:6][n:7]1)[o:8][c:9](-[c:19]1[cH:20][cH:21][cH:22][cH:23][cH:24]1)[c:10]2-[c:11]1[cH:12][cH:13][c:14]([O:17][CH3:18])[cH:15][cH:16]1>>[c:2]1([NH:37][c:32]2[c:31]([CH2:30][CH2:29][CH2:28][C:27]([O:26][CH3:25])=[O:38])[cH:36][cH:35][cH:34][cH:33]2)[c:3]2[c:4]([n:5][cH:6][n:7]1)[o:8][c:9](-[c:19]1[cH:20][cH:21][cH:22][cH:23][cH:24]1)[c:10]2-[c:11]1[cH:12][cH:13][c:14]([O:17][CH3:18])[cH:15][cH:16]1. Reactants: N1(CCCCC1)CCN1C2=CC=CC=C2C=2CCN(CC12)C1=NC=C(C=N1)C(=O)O (2-[9-(2-piperidin-1-ylethyl)-1,3,4,9-tetrahydro-2H-b-carbolin-2-yl]pyrimidine-5-carboxylic acid), CCN=C=NCCCN(C)C (EDCI), C=1C=CC2=C(C1)N=NN2O (HOBT), CCN(C(C)C)C(C)C (DIEA), NOC1OCCCC1 (NH2OTHP). The solvent is C(Cl)Cl (DCM). Reaction conditions: time 16 hour. Yields the product O1C(CCCC1)ONC(=O)C=1C=NC(=NC1)N1CC=2N(C3=CC=CC=C3C2CC1)CCN1CCCCC1 (N-(tetrahydro-2H-pyran-2-yloxy)-2-[9-(2-piperidin-1-ylethyl)-1,3,4,9-tetrahydro-2H-b-carbolin-2-yl]pyrimidine-5-carboxamide). Yield: 33.0%. As a reaction SMILES: [N:1]1([CH2:7][CH2:8][N:9]2[C:21]3[CH2:20][N:19]([C:22]4[N:27]=[CH:26][C:25]([C:28](O)=[O:29])=[CH:24][N:23]=4)[CH2:18][CH2:17][C:16]=3[C:15]3[C:10]2=[CH:11][CH:12]=[CH:13][CH:14]=3)[CH2:6][CH2:5][CH2:4][CH2:3][CH2:2]1.CCN=C=NCCCN(C)C.C1C=CC2N(O)N=NC=2C=1.CCN(C(C)C)C(C)C.[NH2:61][O:62][CH:63]1[CH2:68][CH2:67][CH2:66][CH2:65][O:64]1>C(Cl)Cl>[O:64]1[CH2:65][CH2:66][CH2:67][CH2:68][CH:63]1[O:62][NH:61][C:28]([C:25]1[CH:24]=[N:23][C:22]([N:19]2[CH2:18][CH2:17][C:16]3[C:15]4[C:10](=[CH:11][CH:12]=[CH:13][CH:14]=4)[N:9]([CH2:8][CH2:7][N:1]4[CH2:6][CH2:5][CH2:4][CH2:3][CH2:2]4)[C:21]=3[CH2:20]2)=[N:27][CH:26]=1)=[O:29]. Procedure details: To a solution of the acid 2-[9-(2-piperidin-1-ylethyl)-1,3,4,9-tetrahydro-2H-b-carbolin-2-yl]pyrimidine-5-carboxylic acid (200 mg, 0.49 mmol) in DCM (20 mL) was added EDCI (140 mg, 0.73 mmol), HOBT (99 mg, 0.73 mmol), DIEA (183 mg, 1.46 mmol) and NH2OTHP (57 mg, 0.48 mmol) under nitrogen atmosphere. The reaction mixture was stirred at room temperature for 16 hours. The reaction mixture was concentrated under reduced pressure and the residue obtained was purified by column chromatography using Et... Reactants: COB(OC)OC (trimethylborate), [Li]CCCC (n-BuLi), CCCCCC (hexane), BrC1=CC=C(C=C1)SC (4-bromothioanisole). Solvent: C1CCOC1 (THF). Reaction conditions: temperature 0 celsius, time 1 hour. Yields the product CSC1=CC=C(C=C1)B(O)O (4-(Methylthio)benzeneboronic acid). The yield is 75.0%. Reaction SMILES: [Li]CCCC.CCCCCC.Br[C:13]1[CH:18]=[CH:17][C:16]([S:19][CH3:20])=[CH:15][CH:14]=1.C[O:22][B:23](OC)[O:24]C>C1COCC1>[CH3:20][S:19][C:16]1[CH:17]=[CH:18][C:13]([B:23]([OH:24])[OH:22])=[CH:14][CH:15]=1. Procedure details: n-BuLi in hexane (2.5M, 625 mmol, 250 ml) is added slowly to a mechanically stirred solution of 4-bromothioanisole (100 g, 492 mmol) in THF (1 ) below −55° C. (internal temp.). After aging at −72° C. for 1 h trimethylborate (73 ml, 1.3 eq.) is added at such a rate to keep the internal temperature below −55° C. After 0.25 h at −78° C. the solution was allowed to warm to 0° C. for 10 min. 2N HCL (500 ml) is added and the solvent is evaporated. Water (500 ml) is added and the product is extracted w... The reactants are ClC=1C=C2C(=NC1I)N(C(=N2)O[C@@H]2CO[C@H]1[C@@H]2OC[C@H]1O)COCC[Si](C)(C)C ((3R,3aR,6R,6aR)-6-(6-chloro-5-iodo-3-((2-(trimethylsilyl)ethoxy)methyl)-3H-imidazo[4,5-b]pyridin-2-yloxy)hexahydrofuro[3,2-b]furan-3-ol), CN(C(OC1CCN(CC1)C1=CC=C(C=C1)B1OC(C(O1)(C)C)(C)C)=O)C (1-(4-(4,4,5,5-tetramethyl-1,3,2-dioxaborolan-2-yl)phenyl)piperidin-4-yl dimethylcarbamate), Intermediate 3. The product is CN(C(OC1CCN(CC1)C1=CC=C(C=C1)C1=C(C=C2C(=N1)N(C(=N2)O[C@H]2[C@@H]1[C@H](OC2)[C@@H](CO1)O)COCC[Si](C)(C)C)Cl)=O)C (1-(4-(6-Chloro-2-((3R,3aR,6R,6aR)-6-hydroxyhexahydrofuro[3,2-b]furan-3-yloxy)-3-((2-(trimethylsilyl)ethoxy)methyl)-3H-imidazo[4,5-b]pyridin-5-yl)phenyl)piperidin-4-yl dimethylcarbamate). Reaction SMILES: [Cl:1][C:2]1[CH:3]=[C:4]2[N:11]=[C:10]([O:12][C@H:13]3[C@H:17]4[O:18][CH2:19][C@@H:20]([OH:21])[C@H:16]4[O:15][CH2:14]3)[N:9]([CH2:22][O:23][CH2:24][CH2:25][Si:26]([CH3:29])([CH3:28])[CH3:27])[C:5]2=[N:6][C:7]=1I.[CH3:30][N:31]([CH3:56])[C:32](=[O:55])[O:33][CH:34]1[CH2:39][CH2:38][N:37]([C:40]2[CH:45]=[CH:44][C:43](B3OC(C)(C)C(C)(C)O3)=[CH:42][CH:41]=2)[CH2:36][CH2:35]1>>[CH3:30][N:31]([CH3:56])[C:32](=[O:55])[O:33][CH:34]1[CH2:39][CH2:38][N:37]([C:40]2[CH:45]=[CH:44][C:43]([C:7]3[N:6]=[C:5]4[N:9]([CH2:22][O:23][CH2:24][CH2:25][Si:26]([CH3:29])([CH3:28])[CH3:27])[C:10]([O:12][C@@H:13]5[CH2:14][O:15][C@@H:16]6[C@H:20]([OH:21])[CH2:19][O:18][C@H:17]56)=[N:11][C:4]4=[CH:3][C:2]=3[Cl:1])=[CH:42][CH:41]=2)[CH2:36][CH2:35]1. Procedure details: The title compound is prepared from (3R,3aR,6R,6aR)-6-(6-chloro-5-iodo-3-((2-(trimethylsilyl)ethoxy)methyl)-3H-imidazo[4,5-b]pyridin-2-yloxy)hexahydrofuro[3,2-b]furan-3-ol and 1-(4-(4,4,5,5-tetramethyl-1,3,2-dioxaborolan-2-yl)phenyl)piperidin-4-yl dimethylcarbamate following a procedure analogous to that described for Intermediate 3. LC (method 1): tR=1.04 min; Mass spectrum (ESI+): m/z=674 [M+H]+. Starting materials: O (water), fire-extinguishing sand, FC(C(F)(F)F)(F)P(F)(F)(C(C(F)(F)F)(F)F)C(C(F)(F)F)(F)F (tris(pentafluoroethyl)difluorophosphorane), (C2F5)3PF2. Run at temperature 20 celsius, time 4 hour. Product: P(C(F)(F)C(F)(F)F)(C(F)(F)C(F)(F)F)C(F)(F)C(F)(F)F ((C2F5)3P). Reaction SMILES: O.[F:2][C:3]([P:9]([C:19]([F:25])([F:24])[C:20]([F:23])([F:22])[F:21])([C:12]([F:18])([F:17])[C:13]([F:16])([F:15])[F:14])(F)F)([F:8])[C:4]([F:7])([F:6])[F:5]>>[P:9]([C:3]([C:4]([F:5])([F:6])[F:7])([F:2])[F:8])([C:19]([C:20]([F:23])([F:22])[F:21])([F:25])[F:24])[C:12]([C:13]([F:16])([F:15])[F:14])([F:18])[F:17]. Procedure details: 0.30 g (16.7 mmol) of water and 3.19 g (53.1 mmol) of fire-extinguishing sand as SiO2 source are added to 12.0 g (28.0 mmol) of tris(pentafluoroethyl)difluorophosphorane, (C2F5)3PF2, in a 100 ml glass round-bottomed flask and warmed (20° C. oil-bath temperature). An intensive reflux condenser is connected downstream of the flask. The suspension is stirred at 120° C. for 4 h. Complete consumption of (C2F5)3PF2 and formation of (C2F5)3P═O (72.0%) and (C2F5)2P(O)OH (28.0%) can be detected. The enti... Reactants: O[Li].O (LiOH.H2O), C(C)(C)(C)C1=C(C=C(C=C1)S(=O)(=O)NC1=CC2=C(OC(O2)(F)F)C=C1B1OC(C(O1)(C)C)(C)C)F (4-tert-butyl-N-[2,2-difluoro-6-(4,4,5,5-tetramethyl-1,3,2-dioxaborolan-2-yl)-1,3-benzodioxol-5-yl]-3-fluorobenzenesulfonamide), COC(=O)C=1C=CC(=C2C=CC=NC12)Br (methyl-5-bromoquinoline-8-carboxylate), C(=O)([O-])[O-].[K+].[K+] (K2CO3). Reagents/catalysts: C=1C=CC(=CC1)[P](C=2C=CC=CC2)(C=3C=CC=CC3)[Pd]([P](C=4C=CC=CC4)(C=5C=CC=CC5)C=6C=CC=CC6)([P](C=7C=CC=CC7)(C=8C=CC=CC8)C=9C=CC=CC9)[P](C=1C=CC=CC1)(C=1C=CC=CC1)C=1C=CC=CC1 (Pd(PPh3)4). Run in O1CCOCC1 (1,4-dioxane). Run at temperature 95 celsius. Product: C(C)(C)(C)C1=C(C=C(C=C1)S(=O)(=O)NC=1C(=CC2=C(OC(O2)(F)F)C1)C1=C2C=CC=NC2=C(C=C1)C(=O)O)F (5-[6-[(4-tert-butyl-3-fluorophenyl)sulfonylamino]-2,2-difluoro-1,3-benzodioxol-5-yl]quinoline-8-carboxylic acid). The yield is 50.4%. RXN SMILES: [C:1]([C:5]1[CH:10]=[CH:9][C:8]([S:11]([NH:14][C:15]2[C:25](B3OC(C)(C)C(C)(C)O3)=[CH:24][C:18]3[O:19][C:20]([F:23])([F:22])[O:21][C:17]=3[CH:16]=2)(=[O:13])=[O:12])=[CH:7][C:6]=1[F:35])([CH3:4])([CH3:3])[CH3:2].C[O:37][C:38]([C:40]1[CH:41]=[CH:42][C:43](Br)=[C:44]2[C:49]=1[N:48]=[CH:47][CH:46]=[CH:45]2)=[O:39].C([O-])([O-])=O.[K+].[K+].O[Li].O>O1CCOCC1.C1C=CC([P]([Pd]([P](C2C=CC=CC=2)(C2C=CC=CC=2)C2C=CC=CC=2)([P](C2C=CC=CC=2)(C2C=CC=CC=2)C2C=CC=CC=2)[P](C2C=CC=CC=2)(C2C=CC=CC=2)C2C=CC=CC=2)(C2C=CC=CC=2)C2C=CC=CC=2)=CC=1>[C:1]([C:5]1[CH:10]=[CH:9][C:8]([S:11]([NH:14][C:15]2[C:25]([C:43]3[CH:42]=[CH:41][C:40]([C:38]([OH:39])=[O:37])=[C:49]4[C:44]=3[CH:45]=[CH:46][CH:47]=[N:48]4)=[CH:24][C:18]3[O:19][C:20]([F:22])([F:23])[O:21][C:17]=3[CH:16]=2)(=[O:12])=[O:13])=[CH:7][C:6]=1[F:35])([CH3:3])([CH3:4])[CH3:2] |f:2.3.4,5.6,^1:69,71,90,109|. Reported procedure: A mixture of the 4-tert-butyl-N-[2,2-difluoro-6-(4,4,5,5-tetramethyl-1,3,2-dioxaborolan-2-yl)-1,3-benzodioxol-5-yl]-3-fluorobenzenesulfonamide (3.2 g, 6.22 mmol), methyl-5-bromoquinoline-8-carboxylate (Example 1, step-b, 1.66 g, 6.22 mmol) and 2 M aq. K2CO3 (7.8 mL, 15.55 mmol) in 1,4-dioxane (50 mL) was purged with nitrogen for 5 minutes. Pd(PPh3)4 (360 mg, 0.31 mmol, 5 mol %) was added and the reaction mixture was heated at 95° C. for overnight. The reaction mixture was cooled to r.t. LiOH.H2O... Starting materials: Cc1nocc1C(=O)N1CCN2C(=O)c3ccc(CO[Si](C)(C)C(C)(C)C)n3CC12c1ccc(Cl)cc1, C1CCOC1, CC(=O)O, ClCCl, O. Yields the product Cc1nocc1C(=O)N1CCN2C(=O)c3ccc(CO)n3CC12c1ccc(Cl)cc1. RXN SMILES: [C:1]([Si:2]([CH3:3])([CH3:4])[O:6][CH2:7][c:8]1[cH:9][cH:10][c:11]2[n:12]1[CH2:13][C:14]1([c:29]3[cH:30][cH:31][c:32]([Cl:35])[cH:33][cH:34]3)[N:15]([C:16]2=[O:17])[CH2:18][CH2:19][N:20]1[C:21](=[O:22])[c:23]1[c:24]([CH3:28])[n:25][o:26][cH:27]1)([CH3:5])([CH3:36])[CH3:37].[CH2:45]1[O:46][CH2:47][CH2:48][CH2:49]1.[CH3:41][C:42](=[O:43])[OH:44].[Cl:38][CH2:39][Cl:40].[OH2:50]>>[OH:6][CH2:7][c:8]1[cH:9][cH:10][c:11]2[n:12]1[CH2:13][C:14]1([c:29]3[cH:30][cH:31][c:32]([Cl:35])[cH:33][cH:34]3)[N:15]([C:16]2=[O:17])[CH2:18][CH2:19][N:20]1[C:21](=[O:22])[c:23]1[c:24]([CH3:28])[n:25][o:26][cH:27]1. Product: COc1cc2c(c3c1OC(C)(C)C3)C(c1cccc(-c3ccc(NC(C)=O)c(C(=O)O)c3)c1)=NC(C)(C)C2. As a reaction SMILES: [CH3:3][O:4][C:5](=[O:6])[c:7]1[cH:8][c:9](-[c:17]2[cH:18][c:19]([C:23]3=[N:24][C:25]([CH3:40])([CH3:41])[CH2:26][c:27]4[cH:28][c:29]([O:38][CH3:39])[c:30]5[c:31]([c:32]43)[CH2:33][C:34]([CH3:36])([CH3:37])[O:35]5)[cH:20][cH:21][cH:22]2)[cH:10][cH:11][c:12]1[NH:13][C:14]([CH3:15])=[O:16].[CH3:43][OH:44].[ClH:42].[Na+:2].[OH-:1]>>[O:4]=[C:5]([OH:6])[c:7]1[cH:8][c:9](-[c:17]2[cH:18][c:19]([C:23]3=[N:24][C:25]([CH3:40])([CH3:41])[CH2:26][c:27]4[cH:28][c:29]([O:38][CH3:39])[c:30]5[c:31]([c:32]43)[CH2:33][C:34]([CH3:36])([CH3:37])[O:35]5)[cH:20][cH:21][cH:22]2)[cH:10][cH:11][c:12]1[NH:13][C:14]([CH3:15])=[O:16]. Starting materials: COC(=O)c1cc(-c2cccc(C3=NC(C)(C)Cc4cc(OC)c5c(c43)CC(C)(C)O5)c2)ccc1NC(C)=O, CO, Cl, [Na+], [OH-].